From a dataset of the Open Reaction Database (ORD), a public repository of structured organic reaction records. describe an organic reaction: reactants, conditions, products, and yield The reactants are O=C1N2[C@H](C=3N(C4=C1C=CC=C4)C=NC3C(=O)OCC)CCC2 (ethyl (S)-11,12,13,13a-tetrahydro-9-oxo-9H-imidazo[1,5-a]pyrrolo[2,1-c][1,4]benzodiazepine-1-carboxylate), [N+](=O)(O)[O-] (nitric acid), N (ammonia). Run in S(O)(O)(=O)=O (sulphuric acid). Product: [N+](=O)([O-])C=1C=CC2=C(C(N3[C@H](C=4N2C=NC4C(=O)OCC)CCC3)=O)C1 (ethyl (S)-11,12,13,13a-tetrahydro-7-nitro-9-oxo-9H-imidazo[1,5-a]pyrrolo[2,1-c][1,4]benzodiazepine-1-carboxylate). RXN SMILES: [O:1]=[C:2]1[C:8]2[CH:9]=[CH:10][CH:11]=[CH:12][C:7]=2[N:6]2[CH:13]=[N:14][C:15]([C:16]([O:18][CH2:19][CH3:20])=[O:17])=[C:5]2[C@@H:4]2[CH2:21][CH2:22][CH2:23][N:3]12.N.[N+:25]([O-])([OH:27])=[O:26]>S(=O)(=O)(O)O>[N+:25]([C:10]1[CH:11]=[CH:12][C:7]2[N:6]3[CH:13]=[N:14][C:15]([C:16]([O:18][CH2:19][CH3:20])=[O:17])=[C:5]3[C@@H:4]3[CH2:21][CH2:22][CH2:23][N:3]3[C:2](=[O:1])[C:8]=2[CH:9]=1)([O-:27])=[O:26]. Reported procedure: A solution of 3.11 g of ethyl (S)-11,12,13,13a-tetrahydro-9-oxo-9H-imidazo[1,5-a]pyrrolo[2,1-c][1,4]benzodiazepine-1-carboxylate in a mixture of 10 ml of 98 percent nitric acid and 15 ml of 98 percent sulphuric acid is heated to 100° for 6 hours. Subsequently, the mixture is cooled to room temperature, poured onto ice, neutralized with about 25 percent ammonia and extracted with chloroform. The chloroform extracts are dried over magnesium sulphate and evaporated. The residue is recrystallized fr... Reactants: O=CNc1ccc(Br)cc1, [H-], CI, [Na+], CN(C)C=O. Product: CN(C=O)c1ccc(Br)cc1. Reaction SMILES: [Br:1][c:2]1[cH:3][cH:4][c:5]([NH:8][CH:9]=[O:10])[cH:6][cH:7]1.[H-:11].[I:13][CH3:14].[Na+:12].[O:15]=[CH:16][N:17]([CH3:18])[CH3:19]>>[Br:1][c:2]1[cH:3][cH:4][c:5]([N:8]([CH:9]=[O:10])[CH3:14])[cH:6][cH:7]1. Reactants: Cl.COC=1C=C(C=CC1OC)C=1C(C(N(N1)C1CCNCC1)=O)(C)C (5-(3,4-dimethoxyphenyl)-4,4-dimethyl-2-(piperidin-4-yl)-2,4-dihydro-3H-pyrazol-3-one hydrochloride), Cl.COC=1C=C(C=CC1OC)C=1C(C(N(N1)C1CCNCC1)=O)(C)C (5-(3,4-dimethoxyphenyl)-4,4-dimethyl-2-(piperidin-4-yl)-2,4-dihydro-3H-pyrazol-3-one hydrochloride), COC1=C(C(=O)Cl)C(=CC=C1)OC (2,6-dimethoxybenzoyl chloride). The product is COC=1C=C(C=CC1OC)C=1C(C(N(N1)C1CCN(CC1)C(=O)C1=C(C=CC=C1OC)OC)=O)(C)C (5-(3,4-Dimethoxyphenyl)-2-{1-[(2,6-dimethoxyphenyl)carbonyl]piperidin-4-yl}-4,4-dimethyl-2,4-dihydro-3H-pyrazol-3-one). Reaction SMILES: Cl.[CH3:2][O:3][C:4]1[CH:5]=[C:6]([C:12]2[C:13]([CH3:25])([CH3:24])[C:14](=[O:23])[N:15]([CH:17]3[CH2:22][CH2:21][NH:20][CH2:19][CH2:18]3)[N:16]=2)[CH:7]=[CH:8][C:9]=1[O:10][CH3:11].[CH3:26][O:27][C:28]1[CH:36]=[CH:35][CH:34]=[C:33]([O:37][CH3:38])[C:29]=1[C:30](Cl)=[O:31]>>[CH3:2][O:3][C:4]1[CH:5]=[C:6]([C:12]2[C:13]([CH3:25])([CH3:24])[C:14](=[O:23])[N:15]([CH:17]3[CH2:22][CH2:21][N:20]([C:30]([C:29]4[C:33]([O:37][CH3:38])=[CH:34][CH:35]=[CH:36][C:28]=4[O:27][CH3:26])=[O:31])[CH2:19][CH2:18]3)[N:16]=2)[CH:7]=[CH:8][C:9]=1[O:10][CH3:11] |f:0.1|. Reported procedure: The title compound is prepared analogously as described for GP1 using 5-(3,4-dimethoxyphenyl)-4,4-dimethyl-2-(piperidin-4-yl)-2,4-dihydro-3H-pyrazol-3-one hydrochloride (compound B1*HCl) and 2,6-dimethoxybenzoyl chloride as starting compounds. The crude product is purified by crystallization from EA and diethyl ether to yield the title compound. Reactants: BrCc1ccccc1, O=C([O-])[O-], CCC(C)=O, [K+], [K+], COC(=O)c1ccc(I)c(O)c1. Product: COC(=O)c1ccc(I)c(OCc2ccccc2)c1. As a reaction SMILES: [Br:1][CH2:2][c:3]1[cH:4][cH:5][cH:6][cH:7][cH:8]1.[C:21](=[O:22])([O-:23])[O-:24].[CH2:27]([C:28]([CH3:29])=[O:30])[CH3:31].[K+:25].[K+:26].[OH:9][c:10]1[cH:11][c:12]([C:13](=[O:14])[O:15][CH3:16])[cH:17][cH:18][c:19]1[I:20]>>[CH2:2]([c:3]1[cH:4][cH:5][cH:6][cH:7][cH:8]1)[O:9][c:10]1[cH:11][c:12]([C:13](=[O:14])[O:15][CH3:16])[cH:17][cH:18][c:19]1[I:20]. The reactants are S1C(=NC2=C1C=CC=C2)NN=CC=2OC(=CC2)[N+](=O)[O-] (5-nitro-2-furaldehyde 2-(1,3-benzothiazole-2-yl)hydrazone), [N+](=O)([O-])C1=CC=C(O1)C=O (5-nitrofuran aldehyde), N(N)C=1SC2=C(N1)C=CC(=C2)F (2-hydrazino-6-fluoro-benzothiazole). The product is FC1=CC2=C(N=C(S2)NN=CC=2OC(=CC2)[N+](=O)[O-])C=C1 (5-nitro-2-furaldehyde 2-(6-fluoro-1,3-benzothiazol-2yl)hydrazone). RXN SMILES: [S:1]1[C:5]2[CH:6]=[CH:7][CH:8]=[CH:9][C:4]=2[N:3]=[C:2]1[NH:10][N:11]=[CH:12][C:13]1[O:14][C:15]([N+:18]([O-:20])=[O:19])=[CH:16][CH:17]=1.[N+](C1OC(C=O)=CC=1)([O-])=O.N(C1SC2C=C([F:42])C=CC=2N=1)N>>[F:42][C:7]1[CH:8]=[CH:9][C:4]2[N:3]=[C:2]([NH:10][N:11]=[CH:12][C:13]3[O:14][C:15]([N+:18]([O-:20])=[O:19])=[CH:16][CH:17]=3)[S:1][C:5]=2[CH:6]=1. Reported procedure: The compound 3k was prepared according procedure described for 3a by employing 5-nitrofuran aldehyde (157 mg, 1 mmol) and 2-hydrazino-6-fluoro-benzothiazole (183 mg, 1 mmol) at 70° C. for 2 h (yield 230 mg, 75%). Reactants: O=C([O-])O, C1CCOC1, Cc1cc(Nc2nccc(C(F)(F)F)n2)cc(-c2cnc(C3(O)CCCC4(OCCO4)C3(C)C)s2)c1, Cl, [Na+]. Product: Cc1cc(Nc2nccc(C(F)(F)F)n2)cc(-c2cnc(C3(O)CCCC(=O)C3(C)C)s2)c1. As a reaction SMILES: [C:38](=[O:39])([OH:40])[O-:41].[CH2:43]1[O:44][CH2:45][CH2:46][CH2:47]1.[CH3:1][C:2]1([CH3:36])[C:3]2([O:4][CH2:7][CH2:6][O:5]2)[CH2:8][CH2:9][CH2:10][C:11]1([OH:12])[c:13]1[s:14][c:15](-[c:18]2[cH:19][c:20]([CH3:35])[cH:21][c:22]([NH:24][c:25]3[n:26][cH:27][cH:28][c:29]([C:31]([F:32])([F:33])[F:34])[n:30]3)[cH:23]2)[cH:16][n:17]1.[ClH:37].[Na+:42]>>[CH3:1][C:2]1([CH3:36])[C:3](=[O:4])[CH2:8][CH2:9][CH2:10][C:11]1([OH:12])[c:13]1[s:14][c:15](-[c:18]2[cH:19][c:20]([CH3:35])[cH:21][c:22]([NH:24][c:25]3[n:26][cH:27][cH:28][c:29]([C:31]([F:32])([F:33])[F:34])[n:30]3)[cH:23]2)[cH:16][n:17]1. The reactants are C(C)OC(CCCCCC(=O)O)=O (pimelic acid monoethyl ester), C(C(=O)Cl)(=O)Cl (oxalyl chloride). The reagents and catalysts are CN(C=O)C (N,N-dimethylformamide). Run in O1CCCC1 (tetrahydrofuran). Conditions: time 2 hour. Product: ClC1=CC=C(C(=O)CCCCCC(=O)OCC)C=C1 (ethyl 6-(4-chlorobenzoyl)hexanate). The yield is 196.8%. As a reaction SMILES: [CH2:1]([O:3][C:4](=[O:13])[CH2:5][CH2:6][CH2:7][CH2:8][CH2:9][C:10]([OH:12])=O)[CH3:2].[C:14]([Cl:19])(=O)[C:15](Cl)=O>CN(C)C=O.O1CCCC1>[Cl:19][C:14]1[CH:15]=[CH:7][C:6]([C:10]([CH2:9][CH2:8][CH2:7][CH2:6][CH2:5][C:4]([O:3][CH2:1][CH3:2])=[O:13])=[O:12])=[CH:5][CH:4]=1. Reported procedure: N,N-dimethylformamide(1 drop) was added to a tetrahydrofuran solution(40 ml) of pimelic acid monoethyl ester(25.5 g), and thereto oxalyl chloride(18.8 g) was added dropwise. After stirring for 2 hours at room temperature, the reaction mixture was concentrated. The residue was added dropwise to a mixture of chlorobenzene(61.0 g) and aluminum chloride anhydrous (36.1 g) under ice water. After stirring for 3 hours, the reaction mixture was poured into 1N-hydrochloric acid, and extracted with ethyl ... The reactants are [Br-], O=C1CC(c2ccc(Br)cc2)C1, C1CCOC1, CCOCC, [Mg+]C1CC1. Product: OC1(C2CC2)CC(c2ccc(Br)cc2)C1. As a reaction SMILES: [Br-:13].[Br:1][c:2]1[cH:3][cH:4][c:5]([CH:8]2[CH2:9][C:10](=[O:12])[CH2:11]2)[cH:6][cH:7]1.[CH2:23]1[O:24][CH2:25][CH2:26][CH2:27]1.[CH3:18][CH2:19][O:20][CH2:21][CH3:22].[CH:14]1([Mg+:17])[CH2:15][CH2:16]1>>[Br:1][c:2]1[cH:3][cH:4][c:5]([CH:8]2[CH2:9][C:10]([OH:12])([CH:14]3[CH2:15][CH2:16]3)[CH2:11]2)[cH:6][cH:7]1.